Dataset: the Open Reaction Database (ORD), a public repository of structured organic reaction records. Task: describe an organic reaction: reactants, conditions, products, and yield Reactants: CN(C(=O)C=1OC2=C(C1C)C=C(C=C2)C(CC)(CC)C2=CC(=C(C=C2)OCC(C(C)(C)C)=O)C)C (5-{1-[4-(3,3-Dimethyl-2-oxo-butoxy)-3-methyl-phenyl]-1-ethyl-propyl}-3-methyl-benzofuran-2-carboxylic acid dimethylamide), [BH4-].[Na+] (NaBH4). Product: CN(C(=O)C=1OC2=C(C1C)C=C(C=C2)C(CC)(C2=CC(=C(C=C2)OCC(C(C)(C)C)O)C)CC)C (5-{1-ethyl-1-[4-(2-hydroxy-3,3-dimethyl-butoxy)-3-methyl-phenyl]-propyl}-3-methyl-benzofuran-2-carboxylic acid dimethylamide). The yield is 99.6%. RXN SMILES: [CH3:1][N:2]([CH3:35])[C:3]([C:5]1[O:6][C:7]2[CH:14]=[CH:13][C:12]([C:15]([C:20]3[CH:25]=[CH:24][C:23]([O:26][CH2:27][C:28](=[O:33])[C:29]([CH3:32])([CH3:31])[CH3:30])=[C:22]([CH3:34])[CH:21]=3)([CH2:18][CH3:19])[CH2:16][CH3:17])=[CH:11][C:8]=2[C:9]=1[CH3:10])=[O:4].[BH4-].[Na+]>>[CH3:35][N:2]([CH3:1])[C:3]([C:5]1[O:6][C:7]2[CH:14]=[CH:13][C:12]([C:15]([CH2:16][CH3:17])([C:20]3[CH:25]=[CH:24][C:23]([O:26][CH2:27][CH:28]([OH:33])[C:29]([CH3:31])([CH3:32])[CH3:30])=[C:22]([CH3:34])[CH:21]=3)[CH2:18][CH3:19])=[CH:11][C:8]=2[C:9]=1[CH3:10])=[O:4] |f:1.2|. Procedure: 5-{1-[4-(3,3-Dimethyl-2-oxo-butoxy)-3-methyl-phenyl]-1-ethyl-propyl}-3-methyl-benzofuran-2-carboxylic acid dimethylamide (109 mg, 0.228) is reduced with NaBH4 (17 mg, 0.457 mmol) analogous to Example 3 to give the title product (109 mg, 100%). The reactants are O=C(O)c1ccc(Br)cc1Cl, CN(C)C=O, CCCCCC, O=S(Cl)Cl. Yields the product O=C(Cl)c1ccc(Br)cc1Cl. RXN SMILES: [Br:1][c:2]1[cH:3][c:4]([Cl:11])[c:5]([C:6](=[O:7])[OH:8])[cH:9][cH:10]1.[CH3:12][N:13]([CH3:14])[CH:15]=[O:16].[CH3:21][CH2:22][CH2:23][CH2:24][CH2:25][CH3:26].[S:17]([Cl:18])([Cl:19])=[O:20]>>[Br:1][c:2]1[cH:3][c:4]([Cl:11])[c:5]([C:6](=[O:7])[Cl:19])[cH:9][cH:10]1. The reactants are C(CCl)Cl (EDC), C1NCCC2=C1NC1=CC=CC=C21 (1,2,3,4-tetrahydro-9H-pyrido[3,4-b]indole), C(C1=CC=CC=C1)(=O)O (benzoic acid), O.ON1N=NC2=C1C=CC=C2 (1-hydroxybenzotriazole hydrate), C(C)(C)N(CC)C(C)C (diisopropylethylamine). Run in CN(C)C=O (DMF), O (H2O). Run at time 10 minute. The product is C(C1=CC=CC=C1)(=O)N1CC=2NC3=CC=CC=C3C2CC1 (2-Benzoyl-1,3,4,9-tetrahydro-2H-pyrido[3,4-b]indole). Yield: 93.6%. Reaction SMILES: [CH2:1]1[C:6]2[NH:7][C:8]3[C:13]([C:5]=2[CH2:4][CH2:3][NH:2]1)=[CH:12][CH:11]=[CH:10][CH:9]=3.[C:14](O)(=[O:21])[C:15]1[CH:20]=[CH:19][CH:18]=[CH:17][CH:16]=1.O.ON1C2C=CC=CC=2N=N1.C(N(C(C)C)CC)(C)C.C(Cl)CCl>CN(C=O)C.O>[C:14]([N:2]1[CH2:3][CH2:4][C:5]2[C:13]3[C:8](=[CH:9][CH:10]=[CH:11][CH:12]=3)[NH:7][C:6]=2[CH2:1]1)(=[O:21])[C:15]1[CH:20]=[CH:19][CH:18]=[CH:17][CH:16]=1 |f:2.3|. Procedure: To a stirred solution of 1,2,3,4-tetrahydro-9H-pyrido[3,4-b]indole (2.0 g. 11.6 mmole) in dry DMF (20 mL) at RT was added benzoic acid (1.56 g, 12.77 mmole), 1-hydroxybenzotriazole hydrate (1.72 g, 12.77 mmole) and diisopropylethylamine (1.65 g, 12.77 mmole). After 10 min, EDC (2.44 g, 12.77 mmole) was added and the reaction was allowed to stir for 12 hr. The reaction contents were poured into H2O (100 mL) and extracted with EtOAc (2×100 mL). The combined organic phases were washed sequentially ... The product is CC(C(CP(OC)(OC)=O)=O)CC#CCCCC (dimethyl 3-methyl-2-oxo-5-decynylphosphonate), oil. As a reaction SMILES: C([Li])CCC.CCCCCC.[CH3:12][P:13](=[O:18])([O:16][CH3:17])[O:14][CH3:15].[CH3:19][CH:20]([CH2:26][C:27]#[C:28][CH2:29][CH2:30][CH2:31][CH3:32])[C:21](OCC)=[O:22]>C1COCC1.O.C(O)(=O)C>[CH3:19][CH:20]([CH2:26][C:27]#[C:28][CH2:29][CH2:30][CH2:31][CH3:32])[C:21](=[O:22])[CH2:12][P:13](=[O:18])([O:16][CH3:17])[O:14][CH3:15]. Reported procedure: Under argon atmosphere, a solution of n-butyllithium in hexane (1.71N, 29.8 ml, 0.051 mol) was dropwise added to a solution of dimethyl methylphosphonate (6.32 g, 0.051 mol) in anhydrous THF (120 ml) with stirring at -78° C., and the mixture was stirred for 30 minutes. At -78° C., a solution of ethyl 2-methyl-4-nonynoate (4.0 g, 0.02 mol) in anhydrous THF (10 ml) was dropwise added, and the mixture was stirred for 30 minutes. Acetic acid (3.1 ml) and water (20 ml) were then added to the reaction... Reaction conditions: temperature -78 celsius. Run in O (water), C(C)(=O)O (Acetic acid), C1CCOC1 (THF), C1CCOC1 (THF). Yield: 86.5%. The reactants are CC(C(=O)OCC)CC#CCCCC (ethyl 2-methyl-4-nonynoate), C(CCC)[Li] (n-butyllithium), CCCCCC (hexane), CP(OC)(OC)=O (dimethyl methylphosphonate). Reactants: OC1=CC=C(C=O)C=C1 (p-Hydroxybenzaldehyde), ice, BrCC(=O)OCC (ethyl bromoacetate), [K] (potassium). The solvent is CC(=O)C (acetone). The product is C(=O)C1=CC=C(OCC(=O)OCC)C=C1 (Ethyl (4-formylphenoxy)acetate). Isolated yield 75.4%. As a reaction SMILES: [OH:1][C:2]1[CH:9]=[CH:8][C:5]([CH:6]=[O:7])=[CH:4][CH:3]=1.Br[CH2:11][C:12]([O:14][CH2:15][CH3:16])=[O:13].[K]>CC(C)=O>[CH:6]([C:5]1[CH:8]=[CH:9][C:2]([O:1][CH2:11][C:12]([O:14][CH2:15][CH3:16])=[O:13])=[CH:3][CH:4]=1)=[O:7] |^1:16|. Procedure: p-Hydroxybenzaldehyde (122 g, 1 mole), ethyl bromoacetate (167 g, 1 mole), potassium carborate (138 g, 1 mole) and acetone (500 ml) were united, stirred and refluxed for 3 hours. The reaction mixture was poured into crushed ice (2 kg). The solid that separates was removed by filtrations, washed with water, dried and recrystallized from ethanol to give 157 g of product, m.p. 41°-42° C. Starting materials: CC(=O)[O-], Cc1cc(C)c(C#N)c(=O)[nH]1, CC(=O)O, Cl, [Na+], O=[Pt]. Product: Cc1cc(C)c(CN)c(=O)[nH]1, Cl. RXN SMILES: [CH3:13][C:14](=[O:15])[O-:16].[CH3:1][c:2]1[c:3]([C:10]#[N:11])[c:4](=[O:9])[nH:5][c:6]([CH3:8])[cH:7]1.[CH3:20][C:21](=[O:22])[OH:23].[ClH:17].[Na+:12].[Pt:18]=[O:19]>>[CH3:1][c:2]1[c:3]([CH2:10][NH2:11])[c:4](=[O:9])[nH:5][c:6]([CH3:8])[cH:7]1.[ClH:17]. Starting materials: [H-].[Na+] (sodium hydride), C(C)(C)(C)OC(=O)N1[C@@H](C[C@H](C1)OS(=O)(=O)C)C(=O)OC ((2S, 4R)-1-(t-butoxycarbonyl)-4-methanesulfonyloxy-2-methoxycarbonylpyrrolidine), [Cl-].[Na+] (sodium chloride), COC1=CC=C(CS)C=C1 (4-methoxybenzyl mercaptan). Solvent: CN(C=O)C (dimethylformamide), CN(C=O)C (dimethylformamide). Reaction conditions: time 30 minute. Yields the product C(C)(C)(C)OC(=O)N1C(CC(C1)SCC1=CC=C(C=C1)OC)C(=O)OC (t-Butoxycarbonyl-4-(4-methoxybenzylthio)-2-methoxycarbonylpyrrolidine). RXN SMILES: [H-].[Na+].[CH3:3][O:4][C:5]1[CH:12]=[CH:11][C:8]([CH2:9][SH:10])=[CH:7][CH:6]=1.[C:13]([O:17][C:18]([N:20]1[CH2:24][C@H:23](OS(C)(=O)=O)[CH2:22][C@H:21]1[C:30]([O:32][CH3:33])=[O:31])=[O:19])([CH3:16])([CH3:15])[CH3:14].[Cl-].[Na+]>CN(C)C=O>[C:13]([O:17][C:18]([N:20]1[CH2:24][CH:23]([S:10][CH2:9][C:8]2[CH:11]=[CH:12][C:5]([O:4][CH3:3])=[CH:6][CH:7]=2)[CH2:22][CH:21]1[C:30]([O:32][CH3:33])=[O:31])=[O:19])([CH3:16])([CH3:15])[CH3:14] |f:0.1,4.5|. Procedure details: 1.11 g of sodium hydride (as a 55% w/w dispersion in mineral oil) was added, whilst ice-cooling, to a solution of 3.51 ml of 4-methoxybenzyl mercaptan dissolved in 60 ml of dry dimethylformamide, and the mixture was stirred at room temperature for 30 minutes. At the end of this time, a solution of 8.13 g of (2S, 4R)-1-(t-butoxycarbonyl)-4-methanesulfonyloxy-2-methoxycarbonylpyrrolidine [prepared as described in step (7) above] in 20 ml of dry dimethylformamide was added dropwise to the mixture, ...